This data is from the Open Reaction Database (ORD), a public repository of structured organic reaction records. The task is: describe an organic reaction: reactants, conditions, products, and yield The reactants are [Al+3], ClCCl, CC1Sc2ccccc2N(C)C1=O, [Cl-], [Cl-], [Cl-], Oc1ccccc1, O=S(=O)(Cl)Cl. The product is CN1C(=O)C(C)(c2ccc(O)cc2)Sc2ccccc21. Reaction SMILES: [Al+3:27].[CH2:30]([Cl:31])[Cl:32].[CH3:1][CH:2]1[S:3][c:4]2[c:5]([cH:10][cH:11][cH:12][cH:13]2)[N:6]([CH3:9])[C:7]1=[O:8].[Cl-:26].[Cl-:28].[Cl-:29].[OH:19][c:20]1[cH:21][cH:22][cH:23][cH:24][cH:25]1.[S:14]([Cl:15])([Cl:16])(=[O:17])=[O:18]>>[CH3:1][C:2]1([c:23]2[cH:22][cH:21][c:20]([OH:19])[cH:25][cH:24]2)[S:3][c:4]2[c:5]([cH:10][cH:11][cH:12][cH:13]2)[N:6]([CH3:9])[C:7]1=[O:8]. Reactants: COC1CCN(C(=O)c2cc3nccc(Oc4ccc5c(C(=O)O)c(C)oc5c4)c3s2)C1, NC1CC1, O=C(Cl)C(=O)Cl. Product: COC1CCN(C(=O)c2cc3nccc(Oc4ccc5c(C(=O)NC6CC6)c(C)oc5c4)c3s2)C1. As a reaction SMILES: [CH3:1][O:2][CH:3]1[CH2:4][N:5]([C:8](=[O:9])[c:10]2[cH:11][c:12]3[n:13][cH:14][cH:15][c:16]([O:19][c:20]4[cH:21][c:22]5[c:23]([c:24]([C:28](=[O:29])[OH:30])[c:25]([CH3:27])[o:26]5)[cH:31][cH:32]4)[c:17]3[s:18]2)[CH2:6][CH2:7]1.[CH:39]1([NH2:42])[CH2:40][CH2:41]1.[Cl:33][C:34]([C:35]([Cl:36])=[O:37])=[O:38]>>[CH3:1][O:2][CH:3]1[CH2:4][N:5]([C:8](=[O:9])[c:10]2[cH:11][c:12]3[n:13][cH:14][cH:15][c:16]([O:19][c:20]4[cH:21][c:22]5[c:23]([c:24]([C:28](=[O:30])[NH:42][CH:39]6[CH2:40][CH2:41]6)[c:25]([CH3:27])[o:26]5)[cH:31][cH:32]4)[c:17]3[s:18]2)[CH2:6][CH2:7]1. Reactants: OCc1ccc2c(c1)Sc1ccc(F)cc1CC2, OCc1ccc2c(c1)Sc1ccccc1C=C2. The product is O=S1c2ccc(F)cc2CCc2ccc(CO)cc21. Reaction SMILES: [F:1][c:2]1[cH:3][cH:4][c:5]2[c:6]([cH:18]1)[CH2:7][CH2:8][c:9]1[c:10]([cH:12][c:13]([CH2:16][OH:17])[cH:14][cH:15]1)[S:11]2.[OH:19][CH2:20][c:21]1[cH:22][cH:23][c:24]2[c:34]([cH:35]1)[S:33][c:32]1[c:27]([cH:28][cH:29][cH:30][cH:31]1)[CH:26]=[CH:25]2>>[F:1][c:2]1[cH:3][cH:4][c:5]2[c:6]([cH:18]1)[CH2:7][CH2:8][c:9]1[c:10]([cH:12][c:13]([CH2:16][OH:17])[cH:14][cH:15]1)[S:11]2=[O:19]. Reactants: C(C)(C)(C)OC(=O)N1[C@@H](CC(C1)=NOC)C(=O)O ((2S,4EZ)-1-(tert-butoxycarbonyl)-4-(methoxyimino)-2-pyrrolidinecarboxylic acid), C(C1=CC=CC=C1)(=O)N=C=O (benzoyl isocyanate), C(C)N1C2=CC=CC=C2C=2C=C(C=CC12)N (9-ethyl-9H-carbazol-3-amine). Product: C(C1=CC=CC=C1)(=O)NC(=O)N1[C@@H](CC(C1)=NOC)C(=O)NC=1C=CC=2N(C3=CC=CC=C3C2C1)CC ((2S,4EZ)-N1-benzoyl-N2-(9-ethyl-9H-carbazol-3-yl)-4-(methoxyimino)-1,2-pyrrolidinedicarboxamide). Reaction SMILES: C(O[C:6]([N:8]1[CH2:12][C:11](=[N:13][O:14][CH3:15])[CH2:10][C@H:9]1[C:16]([OH:18])=O)=[O:7])(C)(C)C.[C:19]([N:27]=C=O)(=[O:26])[C:20]1[CH:25]=[CH:24][CH:23]=[CH:22][CH:21]=1.[CH2:30]([N:32]1[C:44]2[CH:43]=[CH:42][C:41]([NH2:45])=[CH:40][C:39]=2[C:38]2[C:33]1=[CH:34][CH:35]=[CH:36][CH:37]=2)[CH3:31]>>[C:19]([NH:27][C:6]([N:8]1[CH2:12][C:11](=[N:13][O:14][CH3:15])[CH2:10][C@H:9]1[C:16]([NH:45][C:41]1[CH:42]=[CH:43][C:44]2[N:32]([CH2:30][CH3:31])[C:33]3[C:38]([C:39]=2[CH:40]=1)=[CH:37][CH:36]=[CH:35][CH:34]=3)=[O:18])=[O:7])(=[O:26])[C:20]1[CH:21]=[CH:22][CH:23]=[CH:24][CH:25]=1. Procedure details: Following the general method as outlined in Example 22, starting from (2S,4EZ)-1-(tert-butoxycarbonyl)-4-(methoxyimino)-2-pyrrolidinecarboxylic acid, benzoyl isocyanate, and 9-ethyl-9H-carbazol-3-amine the title compound was obtained in 59% purity by LC/MS. MS(ESI+): m/z=498.4. Reaction SMILES: [Br:1][c:2]1[c:3]([CH2:4][CH2:5][OH:6])[cH:7][cH:8][cH:9][cH:10]1.[Br:20][c:21]1[cH:22][cH:23][cH:24][cH:25][c:26]1[CH2:27][CH2:28][N:29]1[C:30](=[O:31])[CH2:32][N:33]([CH3:34])[C:35]1=[O:36].[CH3:11][C:12]1([CH3:19])[C:13](=[O:18])[NH:14][C:15](=[O:17])[O:16]1>>[Br:1][c:2]1[c:3]([CH2:4][CH2:5][N:14]2[C:13](=[O:18])[C:12]([CH3:11])([CH3:19])[O:16][C:15]2=[O:17])[cH:7][cH:8][cH:9][cH:10]1. Yields the product CC1(C)OC(=O)N(CCc2ccccc2Br)C1=O. Reactants: OCCc1ccccc1Br, CN1CC(=O)N(CCc2ccccc2Br)C1=O, CC1(C)OC(=O)NC1=O. Reactants: CN (methylamine), C(C)(C)N1S(CC(C=C1C)=O)(=O)=O (2-isopropyl-3-methyl-1,2-thiazin-5(6H)-one 1,1-dioxide). Reaction SMILES: [CH3:1][NH2:2].[CH:3]([N:6]1[C:11]([CH3:12])=[CH:10][C:9](=[O:13])[CH2:8][S:7]1(=[O:15])=[O:14])([CH3:5])[CH3:4]>CO>[CH:3]([NH:6][S:7]([CH2:8][C:9](=[O:13])[CH:10]=[C:11]([NH:2][CH3:1])[CH3:12])(=[O:15])=[O:14])([CH3:5])[CH3:4]. The solvent is CO (methanol). Reported procedure: A slow stream of dry methylamine was introduced at 20°-25° during 1 hour into a suspension of 4 g of 2-isopropyl-3-methyl-1,2-thiazin-5(6H)-one 1,1-dioxide in 40 ml of methanol, whereby a clear yellow solution resulted after about 30 minutes. Thereupon, the mixture was stirred further at room temperature for 5 hours, concentrated to dryness under reduced pressure and the crystalline residue was recrystallized from isopropyl. There were obtained 3.8 g of N-isopropyl-4-methylamino-2-oxo-3-pentenes... Product: C(C)(C)NS(=O)(=O)CC(C=C(C)NC)=O (N-isopropyl-4-methylamino-2-oxo-3-pentenesulfonamide). Conditions: time 5 hour.